Task: describe an organic reaction: reactants, conditions, products, and yield. Dataset: the Open Reaction Database (ORD), a public repository of structured organic reaction records Reactants: COC=1C=C2CCCC(C2=C(C1Cl)Cl)=O (6-methoxy-7,8-dichloro-1-tetralone), Cl.N1=CC=CC=C1 (pyridine hydrochloride). Solvent: O (water). Yields the product OC=1C=C2CCCC(C2=C(C1Cl)Cl)=O (6-hydroxy-7,8-dichloro-1-tetralone). Isolated yield 43.3%. As a reaction SMILES: C[O:2][C:3]1[CH:4]=[C:5]2[C:10](=[C:11]([Cl:14])[C:12]=1[Cl:13])[C:9](=[O:15])[CH2:8][CH2:7][CH2:6]2.Cl.N1C=CC=CC=1>O>[OH:2][C:3]1[CH:4]=[C:5]2[C:10](=[C:11]([Cl:14])[C:12]=1[Cl:13])[C:9](=[O:15])[CH2:8][CH2:7][CH2:6]2 |f:1.2|. Procedure: A mixture of 6-methoxy-7,8-dichloro-1-tetralone (2.45 g.) and pyridine hydrochloride (25 g.) is heated at 180°-190° C. for two hours and then poured into water (500 ml.). The product is collected, washed with water, dried and crystallized from ethanol-water (3:2) to obtain 6-hydroxy-7,8-dichloro-1-tetralone (1 g.), melting point 243.5°-245.5° C. The reactants are OC(CC(C)=O)CCSC1=C(C=CC=C1)C(F)(F)F (4-hydroxy-6-(2-trifluoromethylphenylthio)-2-hexanone), C(C(=O)O)(=O)O (oxalic acid). The solvent is C1(=CC=CC=C1)C (toluene). Yields the product FC(C1=C(C=CC=C1)SCCC=CC(C)=O)(F)F (6-(2-trifluoromethylphenylthio)-3-hexen-2-one). Yield: 99.4%. RXN SMILES: O[CH:2]([CH2:7][CH2:8][S:9][C:10]1[CH:15]=[CH:14][CH:13]=[CH:12][C:11]=1[C:16]([F:19])([F:18])[F:17])[CH2:3][C:4](=[O:6])[CH3:5].C(O)(=O)C(O)=O>C1(C)C=CC=CC=1>[F:18][C:16]([F:17])([F:19])[C:11]1[CH:12]=[CH:13][CH:14]=[CH:15][C:10]=1[S:9][CH2:8][CH2:7][CH:2]=[CH:3][C:4](=[O:6])[CH3:5]. Procedure details: 13.53 Grams of 4-hydroxy-6-(2-trifluoromethylphenylthio)-2-hexanone were dissolved in 150 ml of toluene, and 0.71 g of oxalic acid was added thereto. The resulting mixture was refluxed for 3.5 hours with stirring. After having been cooled, the mixture was washed with a saturated aqueous sodium hydrogencarbonate solution and then with a saturated aqueous sodium chloride solution. Then the mixture was dried over anhydrous magnesium sulfate. Removing the solvent from the mixture under reduced press... The reactants are CC1C(NC2=CC=CC=C12)=S (3-methylthiooxindole), CC(C)([O-])C.[K+] (potassium t-butoxide), C(C)OCC (diethyl ether). The product is N1C(=O)C(=O)C2=CC=CC=C12 (isatin). The yield is 32.0%. RXN SMILES: C[CH:2]1[C:10]2[C:5](=CC=[CH:8][CH:9]=2)[NH:4][C:3]1=S.CC(C)([O-:15])C.[K+].C([O:20][CH2:21][CH3:22])C>>[NH:4]1[C:3]2[C:22](=[CH:8][CH:9]=[CH:10][CH:2]=2)[C:21](=[O:20])[C:5]1=[O:15] |f:1.2|. Procedure: According to the general procedure, 0.48 g of 3-methylthiooxindole and an equimolar quantity (E.Q.) of sublimed potassium t-butoxide in 200 ml of dry diethyl ether was aerated for 4 h at 0° C. and 20 h at 25° C. Acidification with 0.22 ml of conc. hydrochloric acid in 25 ml of water followed by extraction with ether, drying of the extracts over anhydrous magnesium sulfate, filtration, and evaporation of the filtrate gave an orange solid. Recrystallization from chloroform gave 0.13 g (32% yield) ... Reactants: C(=O)(OC(C)(C)C)NN1C2=C(C3=C(CC1=O)C=CC=C3)C=CC=C2 (5-(N-Boc-amino)-5,7-dihydro-6H-dibenz[b,d]azepin-6-one), C(=O)([O-])[O-].[Cs+].[Cs+] (Cs2CO3), C(Cl)Cl (CH2Cl2), ICC(C)C (1-iodo-2-methylpropane). Run in CN(C)C=O (DMF). Conditions: temperature 60 celsius, time 17 hour. Yields the product Cl.NN1C2=C(C3=C(C(C1=O)CC(C)C)C=CC=C3)C=CC=C2 (5-amino-7-(2-methylpropyl)-5,7-dihydro-6H-dibenz[b,d]azepin-6-one Hydrochloride). Reaction SMILES: C([NH:8][N:9]1[C:15](=O)[CH2:14][C:13]2[CH:17]=[CH:18][CH:19]=[CH:20][C:12]=2[C:11]2[CH:21]=[CH:22][CH:23]=[CH:24][C:10]1=2)(OC(C)(C)C)=O.[C:25]([O-:28])([O-])=O.[Cs+].[Cs+].I[CH2:32][CH:33](C)[CH3:34].C(Cl)[Cl:37]>CN(C=O)C>[ClH:37].[NH2:8][N:9]1[C:25](=[O:28])[CH:14]([CH2:15][CH:33]([CH3:34])[CH3:32])[C:13]2[CH:17]=[CH:18][CH:19]=[CH:20][C:12]=2[C:11]2[CH:21]=[CH:22][CH:23]=[CH:24][C:10]1=2 |f:1.2.3,7.8|. Reported procedure: A solution of 5-(N-Boc-amino)-5,7-dihydro-6H-dibenz[b,d]azepin-6-one (0.2 g, 0.617 mmol) (Example 7-E) in DMF was treated with Cs2CO3 (0.22 g, 0.678 mmol) and warmed to 60° C. To the reaction mixture was added 1-iodo-2-methylpropane (0.078 ml, 0.678 mmol) and stirring continued for 17 h. After cooling to 23° C. the mixture was diluted with CH2Cl2, washed with several portions of brine and dried over Na2SO4. The title compound was purified by chromatography (SiO2, CHCl3/MeOH 9:1). Starting materials: ClCCl, [SiH3]c1ccccc1, C=CCOC(=O)NCC(NC(=O)OCC1c2ccccc2-c2ccccc21)C(=O)O, c1ccc(P(c2ccccc2)(c2ccccc2)[Pd](P(c2ccccc2)(c2ccccc2)c2ccccc2)(P(c2ccccc2)(c2ccccc2)c2ccccc2)P(c2ccccc2)(c2ccccc2)c2ccccc2)cc1. Product: NCC(NC(=O)OCC1c2ccccc2-c2ccccc21)C(=O)O. Reaction SMILES: [Cl:38][CH2:39][Cl:40].[c:31]1([SiH3:32])[cH:33][cH:34][cH:35][cH:36][cH:37]1.[cH:1]1[cH:2][cH:3][cH:4][c:5]2[c:13]1[CH:12]([CH2:14][O:15][C:16](=[O:17])[NH:18][CH:19]([CH2:20][NH:21][C:22]([O:23][CH2:24][CH:25]=[CH2:26])=[O:27])[C:28](=[O:29])[OH:30])[c:11]1[c:6]-2[cH:7][cH:8][cH:9][cH:10]1.[cH:41]1[cH:42][cH:43][c:44]([P:45]([Pd:46]([P:47]([c:48]2[cH:49][cH:50][cH:51][cH:52][cH:53]2)([c:54]2[cH:55][cH:56][cH:57][cH:58][cH:59]2)[c:60]2[cH:61][cH:62][cH:63][cH:64][cH:65]2)([P:66]([c:67]2[cH:68][cH:69][cH:70][cH:71][cH:72]2)([c:73]2[cH:74][cH:75][cH:76][cH:77][cH:78]2)[c:79]2[cH:80][cH:81][cH:82][cH:83][cH:84]2)[P:85]([c:86]2[cH:87][cH:88][cH:89][cH:90][cH:91]2)([c:92]2[cH:93][cH:94][cH:95][cH:96][cH:97]2)[c:98]2[cH:99][cH:100][cH:101][cH:102][cH:103]2)([c:104]2[cH:105][cH:106][cH:107][cH:108][cH:109]2)[c:110]2[cH:111][cH:112][cH:113][cH:114][cH:115]2)[cH:116][cH:117]1>>[cH:1]1[cH:2][cH:3][cH:4][c:5]2[c:13]1[CH:12]([CH2:14][O:15][C:16](=[O:17])[NH:18][CH:19]([CH2:20][NH2:21])[C:28](=[O:29])[OH:30])[c:11]1[c:6]-2[cH:7][cH:8][cH:9][cH:10]1. Reactants: C=CCc1cc(-c2csc(-c3ccc(OCC)c(OCC)c3)n2)cc(C(=O)O)c1O, CO, [H][H]. Product: CCCc1cc(-c2csc(-c3ccc(OCC)c(OCC)c3)n2)cc(C(=O)O)c1O. RXN SMILES: [CH2:1]([CH3:2])[O:3][c:4]1[cH:5][c:6](-[c:13]2[s:14][cH:15][c:16](-[c:18]3[cH:19][c:20]([C:28](=[O:29])[OH:30])[c:21]([OH:27])[c:22]([CH2:24][CH:25]=[CH2:26])[cH:23]3)[n:17]2)[cH:7][cH:8][c:9]1[O:10][CH2:11][CH3:12].[CH3:33][OH:34].[H:31][H:32]>>[CH2:1]([CH3:2])[O:3][c:4]1[cH:5][c:6](-[c:13]2[s:14][cH:15][c:16](-[c:18]3[cH:19][c:20]([C:28](=[O:29])[OH:30])[c:21]([OH:27])[c:22]([CH2:24][CH2:25][CH3:26])[cH:23]3)[n:17]2)[cH:7][cH:8][c:9]1[O:10][CH2:11][CH3:12].